This data is from the Open Reaction Database (ORD), a public repository of structured organic reaction records. The task is: describe an organic reaction: reactants, conditions, products, and yield The reactants are [N+](=O)([O-])C1=NNC=C1 (3-nitro-1H-pyrazole), ICCOC(C)C (2-(2-Iodo-ethoxy)-propane), CN(C=O)C (N,N-dimethylformamide), [H-].[Na+] (sodium hydride). Solvent: C(C)(=O)OCC (ethyl acetate). Conditions: temperature 25 celsius, time 15 minute. The product is C(C)(C)OCCN1N=C(C=C1)[N+](=O)[O-] (1-(2-isopropoxy-ethyl)-3-nitro-1H-pyrazole). Yield: 77.0%. As a reaction SMILES: [N+:1]([C:4]1[CH:8]=[CH:7][NH:6][N:5]=1)([O-:3])=[O:2].CN(C)C=O.[H-].[Na+].I[CH2:17][CH2:18][O:19][CH:20]([CH3:22])[CH3:21]>C(OCC)(=O)C>[CH:20]([O:19][CH2:18][CH2:17][N:6]1[CH:7]=[CH:8][C:4]([N+:1]([O-:3])=[O:2])=[N:5]1)([CH3:22])[CH3:21] |f:2.3|. Procedure: In a round bottom flask was placed 3-nitro-1H-pyrazole (prepared in example 3, 315 mg, 2.79 mmol) and dry N,N-dimethylformamide (5 mL). This solution was then treated with sodium hydride (95%, 80 mg, 3.35 mmol) and gas evolution occurred. It was then stirred another 15 min at 25° C. 2-(2-Iodo-ethoxy)-propane (896 mg, 4.18 mmol) was then added to the reaction mixture and the reaction was stirred at 25° C. for 6 h. The reaction was then diluted with ethyl acetate (10 mL) and washed with water (2×1... RXN SMILES: Br[C:2]1[S:3][C:4]([Cl:7])=[CH:5][CH:6]=1.[S:8]1[CH:12]=[CH:11][CH:10]=[C:9]1B(O)O.C(=O)([O-])[O-].[Na+].[Na+]>C(COC)OC.C1C=CC([P]([Pd]([P](C2C=CC=CC=2)(C2C=CC=CC=2)C2C=CC=CC=2)([P](C2C=CC=CC=2)(C2C=CC=CC=2)C2C=CC=CC=2)[P](C2C=CC=CC=2)(C2C=CC=CC=2)C2C=CC=CC=2)(C2C=CC=CC=2)C2C=CC=CC=2)=CC=1>[Cl:7][C:4]1[S:3][C:2]([C:9]2[S:8][CH:12]=[CH:11][CH:10]=2)=[CH:6][CH:5]=1 |f:2.3.4,^1:31,33,52,71|. Run in C(OC)COC (dimethoxyethane). Product: ClC1=CC=C(S1)C=1SC=CC1 (2-(5-chloro-2-thienyl) thiophene). The yield is 80.7%. Reagents/catalysts: C=1C=CC(=CC1)[P](C=2C=CC=CC2)(C=3C=CC=CC3)[Pd]([P](C=4C=CC=CC4)(C=5C=CC=CC5)C=6C=CC=CC6)([P](C=7C=CC=CC7)(C=8C=CC=CC8)C=9C=CC=CC9)[P](C=1C=CC=CC1)(C=1C=CC=CC1)C=1C=CC=CC1 (tetrakis(triphenylphosphine)palladium). Procedure: To a solution of 2-bromo-5-chlorothiophene (4.11 g), thiophene-2-boronic acid (4.00 g), tetrakis(triphenylphosphine)palladium (0) (1.20 g) and 2M aqueous sodium carbonate solution (31.3 ml) in dimethoxyethane (100 ml) was heated under reflux under argon atmosphere for 2.5 hours. The reaction mixture was cooled, and extracted with ethyl acetate. The solvent was evaporated under reduced pressure, and the residue was purified by silica gel column chromatography (hexane) to give 2-(5-chloro-2-thieny... Starting materials: BrC=1SC(=CC1)Cl (2-bromo-5-chlorothiophene), S1C(=CC=C1)B(O)O (thiophene-2-boronic acid), C([O-])([O-])=O.[Na+].[Na+] (sodium carbonate). The reactants are [H-].C(C(C)C)[Al+]CC(C)C (diisobutylaluminum hydride), COC(=O)C=1C=C(C2=C(C=CO2)C1)Br (5-(methoxycarbonyl)-7-bromobenzofuran), [F-].[Na+] (sodium fluoride), O (water). Run in ClCCl (dichloromethane), ClCCl (dichloromethane). Run at time 10 minute. Yields the product OCC=1C=C(C2=C(C=CO2)C1)Br (5-(hydroxymethyl)-7-bromobenzofuran). Yield: 51.1%. RXN SMILES: C[O:2][C:3]([C:5]1[CH:6]=[C:7]([Br:14])[C:8]2[O:12][CH:11]=[CH:10][C:9]=2[CH:13]=1)=O.[H-].C([Al+]CC(C)C)C(C)C.[F-].[Na+].O>ClCCl>[OH:2][CH2:3][C:5]1[CH:6]=[C:7]([Br:14])[C:8]2[O:12][CH:11]=[CH:10][C:9]=2[CH:13]=1 |f:1.2,3.4|. Procedure details: A solution of 1.1 gm (4.31 mMol) 5-(methoxycarbonyl)-7-bromobenzofuran in 20 ml dichloromethane was cooled to −78° C. To this solution were then added 2.7 ml (15.1 mMol) diisobutylaluminum hydride. The reaction mixture was allowed to warm to room temperature and was then stirred for 10 minutes. To the reaction mixture were then added 2.5 gm sodium fluoride and 815 μL water. The resulting mixture was diluted with an additional 10 ml dichloromethane and was then stirred for about 1 hour. The suspe... The reactants are O=C([O-])[O-], CI, O=Cc1cc(Cl)cc(F)c1O, [K+], [K+], CN(C)C=O, O. Yields the product COc1c(F)cc(Cl)cc1C=O. Reaction SMILES: [C:12](=[O:13])([O-:14])[O-:15].[CH3:18][I:19].[Cl:1][c:2]1[cH:3][c:4]([F:11])[c:5]([OH:10])[c:6]([CH:7]=[O:8])[cH:9]1.[K+:16].[K+:17].[O:21]=[CH:22][N:23]([CH3:24])[CH3:25].[OH2:20]>>[Cl:1][c:2]1[cH:3][c:4]([F:11])[c:5]([O:10][CH3:12])[c:6]([CH:7]=[O:8])[cH:9]1. The reactants are OCC=C(CC(C=C(C=CC1=C(CCCC1(C)C)C)C)O)C (1,5-dihydroxy-3,7-dimethyl-9-(2,6,6-trimethylcyclohexene-1-yl)-2,6,8-nonatriene). The reagents and catalysts are [O-2].[O-2].[Mn+4] (manganese dioxide). Solvent: C(Cl)Cl (methylene chloride), CCOCC (ether). Reaction conditions: time 24 hour. The product is OC(CC(=CC=O)C)C=C(C=CC1=C(CCCC1(C)C)C)C (5-hydroxy-3,7-dimethyl-9-(2,6,6-trimethylcyclohexene-1-yl)-nona-2,6,8-trienal). The yield is 90.0%. Reaction SMILES: [OH:1][CH2:2][CH:3]=[C:4]([CH3:22])[CH2:5][CH:6]([OH:21])[CH:7]=[C:8]([CH3:20])[CH:9]=[CH:10][C:11]1[C:16]([CH3:18])([CH3:17])[CH2:15][CH2:14][CH2:13][C:12]=1[CH3:19]>C(Cl)Cl.CCOCC.[O-2].[O-2].[Mn+4]>[OH:21][CH:6]([CH:7]=[C:8]([CH3:20])[CH:9]=[CH:10][C:11]1[C:16]([CH3:18])([CH3:17])[CH2:15][CH2:14][CH2:13][C:12]=1[CH3:19])[CH2:5][C:4]([CH3:22])=[CH:3][CH:2]=[O:1] |f:3.4.5|. Procedure details: 1.22 g (4 mmol) of 1,5-dihydroxy-3,7-dimethyl-9-(2,6,6-trimethylcyclohexene-1-yl)-2,6,8-nonatriene (I) was dissolved in 30 ml of methylene chloride, to which was then added 3.48 g (40 mmol) of manganese dioxide and the mixture was stirred at an ambient temperature for 24 hours. After the resulting mixture was diluted with ether, it is dried over anhydrous magnesium sulfate and filtered, followed by evaporation of ether to obtain 5-hydroxy-3,7-dimethyl-9-(2,6,6-trimethylcyclohexene-1-yl)-nona-2,6...